Dataset: the Open Reaction Database (ORD), a public repository of structured organic reaction records. Task: describe an organic reaction: reactants, conditions, products, and yield Reactants: [Br-], BrCCBr, Oc1ccc2cc(Br)ccc2c1, CCCC[N+](CCCC)(CCCC)CCCC, ClCCl, [K+], [OH-]. Yields the product BrCCOc1ccc2cc(Br)ccc2c1. As a reaction SMILES: [Br-:19].[Br:13][CH2:14][CH2:15][Br:16].[Br:1][c:2]1[cH:3][c:4]2[cH:5][cH:6][c:7]([OH:12])[cH:8][c:9]2[cH:10][cH:11]1.[CH3:20][CH2:21][CH2:22][CH2:23][N+:24]([CH2:25][CH2:26][CH2:27][CH3:28])([CH2:29][CH2:30][CH2:31][CH3:32])[CH2:33][CH2:34][CH2:35][CH3:36].[Cl:37][CH2:38][Cl:39].[K+:18].[OH-:17]>>[Br:1][c:2]1[cH:3][c:4]2[cH:5][cH:6][c:7]([O:12][CH2:15][CH2:14][Br:13])[cH:8][c:9]2[cH:10][cH:11]1. Starting materials: C(C1=CC=CC=C1)(=O)C1=CN(C=C1NC(CN1C(C=2C(C1=O)=CC=CC2)=O)=O)C (3-Benzoyl-1-methyl-4-(phthalimidoacetamido)pyrrole), NN (hydrazine), CO (methanol). Product: CC=1NC=C2NC(CN=C(C21)C2=CC=CC=C2)=O (3,7-Dihydro-6-methyl-5-phenyl-pyrrolo[3,4-e][1,4]-diazepine-2-(1H)-one). Reaction SMILES: C([C:9]1[C:13]([NH:14][C:15](=[O:28])[CH2:16][N:17]2[C:21](=O)[C:20]3=[CH:23][CH:24]=[CH:25][CH:26]=[C:19]3C2=O)=[CH:12][N:11](C)[CH:10]=1)(=O)C1C=CC=CC=1.NN.[CH3:32]O>>[CH3:32][C:10]1[NH:11][CH:12]=[C:13]2[C:9]=1[C:21]([C:20]1[CH:19]=[CH:26][CH:25]=[CH:24][CH:23]=1)=[N:17][CH2:16][C:15](=[O:28])[NH:14]2. Procedure details: 3-Benzoyl-1-methyl-4-(phthalimidoacetamido)pyrrole (38 g.) is reacted with 6 g. of anhydrous hydrazine in 300 ml. of methanol according to the procedure of the foregoing example. After evaporation of the solvent and refluxing the residue with concentrated hydrochloric acid, the reaction mixture is filtered and the filtrate is alkalinized with dilute sodium hydroxide. The precipitate is crystallized from methanol. Yield 19 g. The compound decomposes at 400° C. without melting. The reactants are CC(C)(C)OC(=O)NC(Cc1c[nH]cn1)C(=O)O, CCOC(=O)N1CCNCC1, C1CCOC1, CCN=C=NCCCN(C)C, CCOC(C)=O, On1nnc2ccccc21. Product: CCOC(=O)N1CCN(C(=O)C(Cc2c[nH]cn2)NC(=O)OC(C)(C)C)CC1. Reaction SMILES: [C:1]([CH3:2])([CH3:3])([CH3:4])[O:5][C:6](=[O:7])[NH:8][CH:9]([CH2:10][c:11]1[cH:12][nH:13][cH:14][n:15]1)[C:16](=[O:17])[OH:18].[CH2:19]([CH3:20])[O:21][C:22](=[O:23])[N:24]1[CH2:25][CH2:26][NH:27][CH2:28][CH2:29]1.[CH2:51]1[O:52][CH2:53][CH2:54][CH2:55]1.[CH3:30][CH2:31][N:32]=[C:33]=[N:34][CH2:35][CH2:36][CH2:37][N:38]([CH3:39])[CH3:40].[CH3:56][CH2:57][O:58][C:59](=[O:60])[CH3:61].[OH:41][n:42]1[c:43]2[c:44]([cH:45][cH:46][cH:47][cH:48]2)[n:49][n:50]1>>[C:1]([CH3:2])([CH3:3])([CH3:4])[O:5][C:6](=[O:7])[NH:8][CH:9]([CH2:10][c:11]1[cH:12][nH:13][cH:14][n:15]1)[C:16](=[O:18])[N:27]1[CH2:26][CH2:25][N:24]([C:22]([O:21][CH2:19][CH3:20])=[O:23])[CH2:29][CH2:28]1. Reactants: [Cl-].O[NH3+] (hydroxylammonium chloride), C(O)([O-])=O.[Na+] (sodium hydrogen carbonate), CS(=O)C (dimethyl sulfoxide), OC(CO[C@@H]1CC[C@H](CC1)N1C=2N(C(=C(C1=O)CC1=CC=C(C=C1)C=1C(=CC=CC1)C#N)CCC)N=CN2)(C)C (4′-({4-[trans-4-(2-hydroxy-2-methylpropoxy)cyclohexyl]-5-oxo-7-propyl-4,5-dihydro[1,2,4]triazolo[1,5-a]pyrimidin-6-yl}methyl)biphenyl-2-carbonitrile). The solvent is C(C)(=O)OCC (ethyl acetate). Reaction conditions: temperature 60 celsius, time 30 minute. Yields the product OC(CO[C@@H]1CC[C@H](CC1)N1C=2N(C(=C(C1=O)CC1=CC=C(C=C1)C1=C(C=CC=C1)C1=NOC(N1)=O)CCC)N=CN2)(C)C (4-[trans-4-(2-hydroxy-2-methylpropoxy)cyclohexyl]-6-{[2′-(5-oxo-4,5-dihydro-1,2,4-oxadiazol-3-yl)biphenyl-4-yl]methyl}-7-propyl[1,2,4]triazolo[1,5-a]pyrimidin-5(4H)-one), compound. Yield: 39.0%. As a reaction SMILES: [Cl-].O[NH3+:3].[C:4](=[O:7])([O-])[OH:5].[Na+].CS(C)=O.[OH:13][C:14]([CH3:52])([CH3:51])[CH2:15][O:16][C@H:17]1[CH2:22][CH2:21][C@H:20]([N:23]2[C:28](=[O:29])[C:27]([CH2:30][C:31]3[CH:36]=[CH:35][C:34]([C:37]4[C:38]([C:43]#[N:44])=[CH:39][CH:40]=[CH:41][CH:42]=4)=[CH:33][CH:32]=3)=[C:26]([CH2:45][CH2:46][CH3:47])[N:25]3[N:48]=[CH:49][N:50]=[C:24]23)[CH2:19][CH2:18]1>C(OCC)(=O)C>[OH:13][C:14]([CH3:51])([CH3:52])[CH2:15][O:16][C@H:17]1[CH2:22][CH2:21][C@H:20]([N:23]2[C:28](=[O:29])[C:27]([CH2:30][C:31]3[CH:36]=[CH:35][C:34]([C:37]4[CH:42]=[CH:41][CH:40]=[CH:39][C:38]=4[C:43]4[NH:3][C:4](=[O:7])[O:5][N:44]=4)=[CH:33][CH:32]=3)=[C:26]([CH2:45][CH2:46][CH3:47])[N:25]3[N:48]=[CH:49][N:50]=[C:24]23)[CH2:19][CH2:18]1 |f:0.1,2.3|. Procedure: A mixture of hydroxylammonium chloride (459 mg), sodium hydrogen carbonate (739 mg) and dimethyl sulfoxide (3 mL) was stirred at 60° C. for 30 min, 4′-({4-[trans-4-(2-hydroxy-2-methylpropoxy)cyclohexyl]-5-oxo-7-propyl-4,5-dihydro[1,2,4]triazolo[1,5-a]pyrimidin-6-yl}methyl)biphenyl-2-carbonitrile (237 mg) was added, and the mixture was stirred at 90° C. for 16 hr. The reaction mixture was diluted with ethyl acetate, washed with water and then with saturated brine, and dried over anhydrous magnesi... Starting materials: CS(=O)(=O)OC(CC#N)CCC1=CC(=CC=C1)C1=CC=CC=C1 (3-methylsulfonyloxy-5-(3-phenylphenyl)pentanenitrile), [I-].[Na+] (sodium iodide), O (water), C(C)OCC (diethyl ether). Reagents/catalysts: [Zn] (zinc). Run in COCCOC (ethylene glycol dimethyl ether). Yields the product C1(=CC=CC=C1)C=1C=C(C=CC1)CCC=CC#N (5-(3-phenylphenyl)-2-pentenenitrile). Reaction SMILES: CS(O[CH:6]([CH2:10][CH2:11][C:12]1[CH:17]=[CH:16][CH:15]=[C:14]([C:18]2[CH:23]=[CH:22][CH:21]=[CH:20][CH:19]=2)[CH:13]=1)[CH2:7][C:8]#[N:9])(=O)=O.[I-].[Na+].O.C(OCC)C>COCCOC.[Zn]>[C:18]1([C:14]2[CH:13]=[C:12]([CH2:11][CH2:10][CH:6]=[CH:7][C:8]#[N:9])[CH:17]=[CH:16][CH:15]=2)[CH:19]=[CH:20][CH:21]=[CH:22][CH:23]=1 |f:1.2|. Procedure details: A stirred mixture of 3.4 grams (0.010 mole) of 3-methylsulfonyloxy-5-(3-phenylphenyl)pentanenitrile, 3.4 grams (0.023 mole) of sodium iodide, 3.4 grams (0.052 mole) of zinc powder, and 3.4 mL of water in 50 mL of ethylene glycol dimethyl ether was heated at reflux for about 22 hours. The reaction mixture was cooled, and 150 mL of diethyl ether was added. The mixture was filtered, and the filtrate was washed in succession with water, an aqueous 5% hydrochloric acid solution, an aqueous 5% sodium ... The reactants are [Br-].C(#N)C1=CC=C(C=C1)C(C[N+]1=CC=CC=C1)=O (1-(2-(4-cyano-phenyl)-2-oxo-ethyl)-pyridinium bromide), C([O-])([O-])=O.[K+].[K+] (potassium carbonate), CC(C#C)=O (3-butyn-2-one). Run in O1CCCC1 (tetrahydrofuran). Reaction conditions: time 6 hour. Product: C(C)(=O)C=1C=C(N2C=CC=CC12)C(C1=CC=C(C=C1)C#N)=O (1-acetyl-3-(4-cyanobenzoyl)indolizine). The yield is 67.0%. RXN SMILES: [Br-].[C:2]([C:4]1[CH:9]=[CH:8][C:7]([C:10](=[O:18])[CH2:11][N+:12]2[CH:17]=[CH:16][CH:15]=[CH:14][CH:13]=2)=[CH:6][CH:5]=1)#[N:3].C(=O)([O-])[O-].[K+].[K+].[CH3:25][C:26](=[O:29])[C:27]#[CH:28]>O1CCCC1>[C:26]([C:27]1[CH:28]=[C:11]([C:10](=[O:18])[C:7]2[CH:6]=[CH:5][C:4]([C:2]#[N:3])=[CH:9][CH:8]=2)[N:12]2[C:17]=1[CH:16]=[CH:15][CH:14]=[CH:13]2)(=[O:29])[CH3:25] |f:0.1,2.3.4|. Procedure: A slurry of 1-(2-(4-cyano-phenyl)-2-oxo-ethyl)-pyridinium bromide (11) (4.04 grams, 13.2 mmol) and potassium carbonate (2.21 grams, 16.0 mmol) in tetrahydrofuran (250 mL) was stirred at room temperature for 10 minutes. To it was added 3-butyn-2-one (1.4 mL, 16.0 mmol), and the reaction mixture was kept stirring at room temperature for 6 hours. The insoluble material was filtered off and the filtrate was concentrated in vacuo. The residue was subjected to column chromatographic purification on si... Reactants: [OH-].[Na+] (NaOH), C(C)[SiH](CC)CC (triethylsilane), FC(C(=O)O)(F)F (trifluoroacetic acid), C(C)(C)(C)OC(=O)NC1=CC=C(C=N1)CC(C(=O)OC)(C(=O)OC)C=1N=CN(C1)C(C1=CC=CC=C1)(C1=CC=CC=C1)C1=CC=CC=C1 (Dimethyl 2-(6-tert-butoxycarbonylaminopyridin-3-ylmethyl)-2-(1-trityl-1H-imidazol-4-yl)malonate). Solvent: C(Cl)Cl (CH2Cl2), O (water). Reaction conditions: time 5 hour. Product: C(C)(C)(C)OC(=O)NC1=CC=C(C=N1)CC(C(=O)OC)(C(=O)OC)C=1N=CNC1 (Dimethyl 2-(6-tert-butoxycarbonylaminopyridin-3-ylmethyl)-2-(1H-imidazol-4-yl)-malonate). The yield is 87.7%. RXN SMILES: C([SiH](CC)CC)C.FC(F)(F)C(O)=O.[C:15]([O:19][C:20]([NH:22][C:23]1[N:28]=[CH:27][C:26]([CH2:29][C:30]([C:39]2[N:40]=[CH:41][N:42](C(C3C=CC=CC=3)(C3C=CC=CC=3)C3C=CC=CC=3)[CH:43]=2)([C:35]([O:37][CH3:38])=[O:36])[C:31]([O:33][CH3:34])=[O:32])=[CH:25][CH:24]=1)=[O:21])([CH3:18])([CH3:17])[CH3:16].[OH-].[Na+]>C(Cl)Cl.O>[C:15]([O:19][C:20]([NH:22][C:23]1[N:28]=[CH:27][C:26]([CH2:29][C:30]([C:39]2[N:40]=[CH:41][NH:42][CH:43]=2)([C:35]([O:37][CH3:38])=[O:36])[C:31]([O:33][CH3:34])=[O:32])=[CH:25][CH:24]=1)=[O:21])([CH3:18])([CH3:16])[CH3:17] |f:3.4|. Procedure details: 0.20 g (1.70 mmol, 272 μl) of triethylsilane and 1.76 g (15.46 mmol, 1.19 ml) of trifluoroacetic acid were added to a solution of 1.00 g (1.55 mmol) of the compound from example 12c in 15 ml of CH2Cl2 while cooling in ice and stirring, and stirring was continued at 0° C. After 5 h, while cooling in ice, 10 ml of water were added and the pH was adjusted to 9 with 2N NaOH. The resulting precipitate was filtered off with suction, triturated in about 20 ml of CH2Cl2, filtered off with suction and dr... Reactants: COC(C(C1=CC=C(C=C1)OCCOC1=CC=CC2=CC=CC=C12)=O)=O (4-[[2-(1-naphthalenyloxy)ethyl]oxy]-alpha-oxobenzeneacetic acid methyl ester). The solvent is CO (methanol), [OH-].[Na+] (sodium hydroxide). Yields the product C1(=CC=CC2=CC=CC=C12)OCCOC1=CC=C(C=C1)C(C(=O)O)=O (4-[[2-(1-naphthalenyloxy) ethyl]oxy]-alpha-oxobenzeneacetic acid). The yield is 80.4%. As a reaction SMILES: C[O:2][C:3](=[O:26])[C:4](=[O:25])[C:5]1[CH:10]=[CH:9][C:8]([O:11][CH2:12][CH2:13][O:14][C:15]2[C:24]3[C:19](=[CH:20][CH:21]=[CH:22][CH:23]=3)[CH:18]=[CH:17][CH:16]=2)=[CH:7][CH:6]=1>CO.[OH-].[Na+]>[C:15]1([O:14][CH2:13][CH2:12][O:11][C:8]2[CH:9]=[CH:10][C:5]([C:4](=[O:25])[C:3]([OH:26])=[O:2])=[CH:6][CH:7]=2)[C:24]2[C:19](=[CH:20][CH:21]=[CH:22][CH:23]=2)[CH:18]=[CH:17][CH:16]=1 |f:2.3|. Procedure details: A mixture of 4-[[2-(1-naphthalenyloxy)ethyl]oxy]-alpha-oxobenzeneacetic acid methyl ester (0.7 g) in methanol and 0.5N sodium hydroxide (6 mL) was treated as in Example 19. Extraction with dichloromethane provided material which was crystallized from dichloro-methane-diethyl ether to give 0.54 g of colorless 4-[[2-(1-naphthalenyloxy) ethyl]oxy]-alpha-oxobenzeneacetic acid, mp 124°-125° C. after drying over phosphorus pentoxide at 60° C. and 0.1 mm.